Dataset: the Open Reaction Database (ORD), a public repository of structured organic reaction records. Task: describe an organic reaction: reactants, conditions, products, and yield The reactants are O=C([O-])O, CCOC(C)=O, CN(C)C=O, O=C(Cl)C(=O)Cl, Cl, NC(Cc1ccc(C(F)(F)F)cc1)C(O)c1ccc(F)cc1, [Na+], C1CCOC1, O, O=C(O)c1cccc(-c2ccccc2)c1. Yields the product O=C(NC(Cc1ccc(C(F)(F)F)cc1)C(O)c1ccc(F)cc1)c1cccc(-c2ccccc2)c1. Reaction SMILES: [C:45](=[O:46])([O-:47])[OH:48].[CH3:55][CH2:56][O:57][C:58](=[O:59])[CH3:60].[CH3:62][N:63]([CH3:64])[CH:65]=[O:66].[Cl:16][C:17]([C:18]([Cl:19])=[O:20])=[O:21].[ClH:22].[F:23][c:24]1[cH:25][cH:26][c:27]([CH:30]([CH:31]([CH2:32][c:33]2[cH:34][cH:35][c:36]([C:39]([F:40])([F:41])[F:42])[cH:37][cH:38]2)[NH2:43])[OH:44])[cH:28][cH:29]1.[Na+:49].[O:50]1[CH2:51][CH2:52][CH2:53][CH2:54]1.[OH2:61].[c:1]1(-[c:10]2[cH:11][cH:12][cH:13][cH:14][cH:15]2)[cH:2][c:3]([C:7](=[O:8])[OH:9])[cH:4][cH:5][cH:6]1>>[c:1]1(-[c:10]2[cH:11][cH:12][cH:13][cH:14][cH:15]2)[cH:2][c:3]([C:7](=[O:9])[NH:43][CH:31]([CH:30]([c:27]2[cH:26][cH:25][c:24]([F:23])[cH:29][cH:28]2)[OH:44])[CH2:32][c:33]2[cH:34][cH:35][c:36]([C:39]([F:40])([F:41])[F:42])[cH:37][cH:38]2)[cH:4][cH:5][cH:6]1. Starting materials: C=CC1(CCCCC)CCCCC1, C1CCOC1, B1C2CCCC1CCC2, O, OO. Product: CCCCCC1(CCO)CCCCC1. Reaction SMILES: [CH2:1]([CH2:2][CH2:3][CH2:4][CH3:5])[C:6]1([CH:12]=[CH2:13])[CH2:7][CH2:8][CH2:9][CH2:10][CH2:11]1.[CH2:26]1[O:27][CH2:28][CH2:29][CH2:30]1.[CH:14]12[CH2:15][CH2:16][CH2:17][CH:18]([BH:19]1)[CH2:20][CH2:21][CH2:22]2.[OH2:25].[OH:23][OH:24]>>[CH2:1]([CH2:2][CH2:3][CH2:4][CH3:5])[C:6]1([CH2:12][CH2:13][OH:23])[CH2:7][CH2:8][CH2:9][CH2:10][CH2:11]1. The product is O=C1N=C(NC2CC3CCC2C3)SC12CCN(C1CCCC1)CC2. Reactants: CO, CS(=O)(=O)OCCC1(CCOS(C)(=O)=O)SC(NC2CC3CCC2C3)=NC1=O, NC1CCCC1, ClCCl. As a reaction SMILES: [CH3:35][OH:36].[CH:1]12[CH:2]([NH:8][C:9]3=[N:13][C:12](=[O:14])[C:11]([CH2:15][CH2:16][O:24][S:25]([CH3:26])(=[O:27])=[O:28])([CH2:22][CH2:23][O:17][S:18]([CH3:19])(=[O:20])=[O:21])[S:10]3)[CH2:3][CH:4]([CH2:5][CH2:6]1)[CH2:7]2.[CH:29]1([NH2:34])[CH2:30][CH2:31][CH2:32][CH2:33]1.[Cl:37][CH2:38][Cl:39]>>[CH:1]12[CH:2]([NH:8][C:9]3=[N:13][C:12](=[O:14])[C:11]4([S:10]3)[CH2:15][CH2:16][N:34]([CH:29]3[CH2:30][CH2:31][CH2:32][CH2:33]3)[CH2:23][CH2:22]4)[CH2:3][CH:4]([CH2:5][CH2:6]1)[CH2:7]2. Starting materials: NC1=CC(=C(C(=O)Cl)C=C1[N+](=O)[O-])F (4-Amino-5-nitro-2-fluoro-benzoyl chloride), C(C)O (ethanol). Yields the product C(C)OC(C1=C(C=C(C(=C1)[N+](=O)[O-])N)F)=O (4-Amino-5-nitro-2-fluoro-benzoic acid ethyl ester). The yield is 89.0%. RXN SMILES: [NH2:1][C:2]1[C:10]([N+:11]([O-:13])=[O:12])=[CH:9][C:5]([C:6](Cl)=[O:7])=[C:4]([F:14])[CH:3]=1.[CH2:15]([OH:17])[CH3:16]>>[CH2:15]([O:17][C:6](=[O:7])[C:5]1[CH:9]=[C:10]([N+:11]([O-:13])=[O:12])[C:2]([NH2:1])=[CH:3][C:4]=1[F:14])[CH3:16]. Reported procedure: A solution of the product obtained at 149e (1.4 g, 6.4 mmol) in 50 mL ethanol was heated to reflux for 2 h. The mixture was filtered and the filtrate concentrated i.vac. The residue is reacted without any further purification. Yield: 89%.